This data is from the Open Reaction Database (ORD), a public repository of structured organic reaction records. The task is: describe an organic reaction: reactants, conditions, products, and yield Reactants: C(CC=1C(C(=O)OC)=CC=CC1)(=O)OC (dimethyl homophthalate), C(C1=CC=CC=C1)(=O)C1=CC=CC=C1 (benzophenone). Product: C1(=CC=CC=C1)C=1C2=CC=CC=C2C=2C=CC=C3C2C1C(=O)OC3=O (9-Phenylphenanthrene-1,10-dicarboxylic Anhydride). RXN SMILES: [C:1]([O:14]C)(=[O:13])[CH2:2][C:3]1[C:4](=[CH:9][CH:10]=[CH:11][CH:12]=1)[C:5]([O:7]C)=O.[C:16]([C:24]1[CH:29]=[CH:28][CH:27]=[CH:26][CH:25]=1)(=O)[C:17]1[CH:22]=[CH:21][CH:20]=[CH:19][CH:18]=1>>[C:17]1([C:16]2[C:24]3[C:29]([C:12]4[CH:11]=[CH:10][CH:9]=[C:4]5[C:5](=[O:7])[O:14][C:1](=[O:13])[C:2]=2[C:3]=45)=[CH:28][CH:27]=[CH:26][CH:25]=3)[CH:22]=[CH:21][CH:20]=[CH:19][CH:18]=1. Reported procedure: As described in example 14, the following compounds were prepared from dimethyl homophthalate and benzophenone: Reactants: C(C1=CC=CC=C1)OC=1C(C=C(N2C1C(N(CC2)CC2=CC(=C(C=C2)Cl)Cl)=O)CO)=O (9-benzyloxy-2-(3,4-dichlorobenzyl)-6-hydroxymethyl-3,4-dihydro-2H-pyrido[1,2-a]pyrazine-1,8-dione), CC(=O)OI1(C=2C=CC=CC2C(=O)O1)(OC(=O)C)OC(=O)C (Dess-Martin reagent). Run in C(Cl)(Cl)Cl (chloroform). Reaction conditions: time 1 hour. Product: C(C1=CC=CC=C1)OC=1C(C=C(N2C1C(N(CC2)CC2=CC(=C(C=C2)Cl)Cl)=O)C=O)=O (9-benzyloxy-2-(3,4-dichlorobenzyl)-1,8-dioxo-1,3,4,8-tetrahydro-2H-pyrido[1,2-a]pyrazine-6-carbaldehyde). Isolated yield 72.5%. As a reaction SMILES: [CH2:1]([O:8][C:9]1[C:10](=[O:31])[CH:11]=[C:12]([CH2:29][OH:30])[N:13]2[CH2:18][CH2:17][N:16]([CH2:19][C:20]3[CH:25]=[CH:24][C:23]([Cl:26])=[C:22]([Cl:27])[CH:21]=3)[C:15](=[O:28])[C:14]=12)[C:2]1[CH:7]=[CH:6][CH:5]=[CH:4][CH:3]=1.CC(OI1(OC(C)=O)(OC(C)=O)OC(=O)C2C=CC=CC1=2)=O>C(Cl)(Cl)Cl>[CH2:1]([O:8][C:9]1[C:10](=[O:31])[CH:11]=[C:12]([CH:29]=[O:30])[N:13]2[CH2:18][CH2:17][N:16]([CH2:19][C:20]3[CH:25]=[CH:24][C:23]([Cl:26])=[C:22]([Cl:27])[CH:21]=3)[C:15](=[O:28])[C:14]=12)[C:2]1[CH:7]=[CH:6][CH:5]=[CH:4][CH:3]=1. Procedure details: To a solution of 9-benzyloxy-2-(3,4-dichlorobenzyl)-6-hydroxymethyl-3,4-dihydro-2H-pyrido[1,2-a]pyrazine-1,8-dione (860 mg) obtained in Example 5, Step 6 in chloroform (80 ml) was added Dess-Martin reagent (843 mg). After stirring at room temperature for 1 hr, the solvent was evaporated and chloroform (50 ml) was added to the obtained residue and a solid product was filtered off. The filtrate was concentrated and purified by silica gel column chromatography (chloroform:acetone=1:2) to give 9-ben... Reaction SMILES: C([CH:4]1[CH2:9][CH2:8][C:7]([C:23]2[CH:28]=[CH:27][CH:26]=[CH:25][CH:24]=2)([CH2:10][NH:11][C:12]([C:14]2[CH:19]=[CH:18][CH:17]=[CH:16][C:15]=2[O:20][C:21]#C)=[O:13])[CH2:6][CH2:5]1)(O)=O.[H][H].CC[O:33][C:34]([CH3:36])=[O:35]>[Pd]>[C:34]([CH2:36][CH:4]1[CH2:5][CH2:6][C:7]([C:23]2[CH:24]=[CH:25][CH:26]=[CH:27][CH:28]=2)([CH2:10][NH:11][C:12]([C:14]2[CH:19]=[CH:18][CH:17]=[CH:16][C:15]=2[O:20][CH3:21])=[O:13])[CH2:8][CH2:9]1)([OH:35])=[O:33]. Product: C(=O)(O)CC1CCC(CC1)(CNC(=O)C1=C(C=CC=C1)OC)C1=CC=CC=C1 (1-Carboxymethyl-4-phenyl-4-(3-(2-methoxyphenyl)-3-oxo-2-azaprop-1-yl)-cyclohexane). Reactants: [H][H] (hydrogen), CCOC(=O)C (EtOAc), C(=O)(O)C1CCC(CC1)(CNC(=O)C1=C(C=CC=C1)OC#C)C1=CC=CC=C1 (1-carboxymethylidenyl-4-phenyl-4-(3-(2-methoxyphenyl)-3-oxo-2-azaprop-1-yl)-cyclohexane). Reagents/catalysts: [Pd] (Pd/C). Reported procedure: A mixture of 1-carboxymethylidenyl-4-phenyl-4-(3-(2-methoxyphenyl)-3-oxo-2-azaprop-1-yl)-cyclohexane (Example 174, 64 mg, 0.17 mmol) and Pd/C (10 mg, 10%), in 5.0 mL of EtOAc was shaken under 50 psi of hydrogen for 24 h. The mixture was filtered through a plug of silica gel and concentrated to give the title compound as a mixture of isomers. Starting materials: C1N2CN3CN1CN(C2)C3 (Hexamine), BrC=1N=C2C(=NC1)NC=C2 (2-bromo-5H-pyrrolo[2,3-b]pyrazine), C(=O)([O-])[O-].[Na+].[Na+] (Na2CO3). Solvent: C(=O)(C(F)(F)F)O (TFA). Run at temperature 80 celsius. The product is BrC=1N=C2C(=NC1)NC=C2C=O (2-bromo-5H-pyrrolo[2,3-b]pyrazine-7-carbaldehyde). Reaction SMILES: [Br:1][C:2]1[N:3]=[C:4]2[CH:10]=[CH:9][NH:8][C:5]2=[N:6][CH:7]=1.C1N2CN3CN(C2)CN1C3.[C:21]([O-])([O-])=[O:22].[Na+].[Na+]>C(O)(C(F)(F)F)=O>[Br:1][C:2]1[N:3]=[C:4]2[C:10]([CH:21]=[O:22])=[CH:9][NH:8][C:5]2=[N:6][CH:7]=1 |f:2.3.4|. Reported procedure: To a reaction vial, 2-bromo-5H-pyrrolo[2,3-b]pyrazine (1 g, 0.00505 mol) was added in TFA (10 ml). Hexamine (1.06 g, 0.00757 mol) was added and reaction mixture was heated to 80° C. in microwave for 15 min. After completion of the reaction, the reaction mixture was poured into aq. Na2CO3 solution. Solid obtained was filtered, dried and purified using column purification by eluting with 3-5% EtOAc in Hexanes to yield 0.450 g of 2-bromo-5H-pyrrolo[2,3-b]pyrazine-7-carbaldehyde.